This data is from the Open Reaction Database (ORD), a public repository of structured organic reaction records. The task is: describe an organic reaction: reactants, conditions, products, and yield The reactants are C([O-])(O)=O.[Na+] (sodium bicarbonate), 4-(4′-hydroxy-4-biphenyl) 2-naphthol, FC1=CC=C(C=C1)C(C#C)(O)C1=CC=CC=C1 (1-(4-fluorophenyl)-1-phenylprop-2-yn-1-ol), C1(=CC=C(C=C1)S(=O)(=O)O)C (toluene-4-sulphonic acid). Solvent: C1(=CC=CC=C1)C (toluene). The product is FC1=CC=C(C=C1)C1(C=CC2=C(O1)C=C(C1=CC=CC=C12)C1=CC=C(C=C1)C1=CC=C(C=C1)O)C1=CC=CC=C1 (3-(4-fluorophenyl)-6-(4′-hydroxybiphen-4-yl)-3-phenyl-3H-naphtho[2,1-b]pyran). RXN SMILES: [F:1][C:2]1[CH:7]=[CH:6][C:5]([C:8]([C:12]2[CH:17]=[CH:16][CH:15]=[CH:14][CH:13]=2)([OH:11])[C:9]#[CH:10])=[CH:4][CH:3]=1.[C:18]1([CH3:28])[CH:23]=[CH:22][C:21](S(O)(=O)=O)=[CH:20][CH:19]=1.[C:29](=[O:32])(O)[O-].[Na+]>C1(C)C=CC=CC=1>[F:1][C:2]1[CH:3]=[CH:4][C:5]([C:8]2([C:12]3[CH:13]=[CH:14][CH:15]=[CH:16][CH:17]=3)[O:11][C:20]3[CH:19]=[C:18]([C:28]4[CH:3]=[CH:4][C:5]([C:8]5[CH:12]=[CH:13][C:29]([OH:32])=[CH:10][CH:9]=5)=[CH:6][CH:7]=4)[C:23]4[C:22]([C:21]=3[CH:10]=[CH:9]2)=[CH:17][CH:16]=[CH:15][CH:14]=4)=[CH:6][CH:7]=1 |f:2.3|. Reported procedure: A solution of 4-(4′-hydroxy-4-biphenyl)-2-naphthol (16.14 g, 52 mmol), 1-(4-fluorophenyl)-1-phenylprop-2-yn-1-ol (11.7 g, 52 mmol) and toluene-4-sulphonic acid (0.05 g) in toluene (200 mL) was heated at reflux. After 2 h the mixture was poured into saturated sodium bicarbonate solution (400 mL), extracted with dichloromethane (DCM) (4×100 mL), dried (MgSO4) and the solvent removed under reduced pressure. The residue was chromatographed on silica using EtOAc (10-30% in hexanes) to afford 3-(4-flu... Starting materials: C(C1=CC=CC=C1)OC\C=C/COC[C@H]1N(C[C@H](C1)F)C(=O)OC(C)(C)C ((Z)-(2S,4S)-2-(4-benzyloxy-2-butenyloxymethyl)-1-(tert-butoxycarbonyl)-4-fluoropyrrolidine). Reagents/catalysts: [OH-].[Pd+2].[OH-] (palladium hydroxide). Solvent: C(C)O (ethanol). Run at time 14 hour. The product is C(C)(C)(C)OC(=O)N1[C@@H](C[C@@H](C1)F)COCCCCO (4-((2S,4S)-1-(tert-butoxycarbonyl)-4-fluoro-2-pyrrolidinylmethoxy)-1-butanol). The yield is 68.6%. Reaction SMILES: C([O:8][CH2:9]/[CH:10]=[CH:11]\[CH2:12][O:13][CH2:14][C@@H:15]1[CH2:19][C@H:18]([F:20])[CH2:17][N:16]1[C:21]([O:23][C:24]([CH3:27])([CH3:26])[CH3:25])=[O:22])C1C=CC=CC=1>C(O)C.[OH-].[Pd+2].[OH-]>[C:24]([O:23][C:21]([N:16]1[CH2:17][C@@H:18]([F:20])[CH2:19][C@H:15]1[CH2:14][O:13][CH2:12][CH2:11][CH2:10][CH2:9][OH:8])=[O:22])([CH3:27])([CH3:26])[CH3:25] |f:2.3.4|. Procedure details: In ethanol (200 ml) were suspended (Z)-(2S,4S)-2-(4-benzyloxy-2-butenyloxymethyl)-1-(tert-butoxycarbonyl)-4-fluoropyrrolidine (4.58 g, 12.1 mmol) and 20% palladium hydroxide (4.0 g). The resulting suspension was subjected to catalytic hydrogenation at room temperature under normal pressure for 14 hours. The catalyst was then filtered off and the filtrate was distilled under reduced pressure to remove the solvent. The residue was purified by chromatography on a silica gel column (silica gel: 100 ... Starting materials: CC=1NC2=CC=CC=C2C1 (2-methyl-1H-indole), BrCC(=O)[O-] (2-bromoacetate), C([O-])([O-])=O.[Cs+].[Cs+] (cesium carbonate), [I-].[K+] (potassium iodide), C(C)#N (acetonitrile). The solvent is C(C)(=O)OCC (ethyl acetate). Run at time 16 hour. Product: C(C)OC(CN1C(=CC2=CC=CC=C12)C)=O ((2-methyl-indol-1-yl)-acetic acid ethyl ester). The yield is 82.0%. Reaction SMILES: [CH3:1][C:2]1[NH:3][C:4]2[C:9]([CH:10]=1)=[CH:8][CH:7]=[CH:6][CH:5]=2.Br[CH2:12][C:13]([O-:15])=[O:14].C(=O)([O-])[O-].[Cs+].[Cs+].[I-].[K+].[C:24](#N)[CH3:25]>C(OCC)(=O)C>[CH2:24]([O:15][C:13](=[O:14])[CH2:12][N:3]1[C:4]2[C:9](=[CH:8][CH:7]=[CH:6][CH:5]=2)[CH:10]=[C:2]1[CH3:1])[CH3:25] |f:2.3.4,5.6|. Reported procedure: A solution of 2-methyl-1H-indole (1.0 g, 7.6 mmol) in acetonitrile (25 mL) was treated with 2-bromoacetate (2.54 mL, 22.9 mmol), cesium carbonate (2.10 g, 11.4 mmol) and potassium iodide (253 mg, 1.52 mmol) and the resulting mixture was stirred at room temperature for 16 h. The mixture was diluted with ethyl acetate, washed with water and brine, dried over sodium sulfate, filtered, and concentrated, and the residue was purified to give (2-methyl-indol-1-yl)-acetic acid ethyl ester (1.36 g, 82% y... Starting materials: O.[OH-].[Li+] (lithium hydroxide monohydrate), Cl (HCl), C(C)OC(=O)C=1C(=NOC1)CCCC (3-butyl-isoxazole-4-carboxylic acid ethyl ester), CO (methanol). The solvent is O (water), C1CCOC1 (THF). Run at time 1 hour. Product: C(CCC)C1=NOC=C1C(=O)O (3-Butyl-isoxazole-4-carboxylic acid). Yield: 96.5%. Reaction SMILES: C([O:3][C:4]([C:6]1[C:7]([CH2:11][CH2:12][CH2:13][CH3:14])=[N:8][O:9][CH:10]=1)=[O:5])C.O.[OH-].[Li+].CO.Cl>C1COCC1.O>[CH2:11]([C:7]1[C:6]([C:4]([OH:5])=[O:3])=[CH:10][O:9][N:8]=1)[CH2:12][CH2:13][CH3:14] |f:1.2.3|. Procedure details: To a suspension of (E and/or Z)-3-butyl-isoxazole-4-carboxylic acid ethyl ester (10.0 g, 51 mmol) in THF (100 mL) was added a solution of lithium hydroxide monohydrate (4.25 g, 101 mmol) in water (100 mL) and then methanol (100 mL) added and the resulting mixture stirred at room temperature for 1 h. The mixture was acidified to pH 1 with HCl (2 N) and the resulting mixture extracted with ethyl acetate. The combined organic layers were then washed with water and brine, dried over sodium sulphate,... The reactants are [N+](=O)([O-])C=1C=C2C(C=C(NC2=CC1)C(=O)OC)=O (methyl 1,4-dihydro-6-nitro-4-oxo-2-quinolinecarboxylate), CO (methanol), ClS(=O)(=O)N=C=O (chlorosulfonyl isocyanate). Run in C(C)#N (acetonitrile). Product: NC1=CC(=NC2=CC=C(C=C12)[N+](=O)[O-])C(=O)OC (methyl 4-amino-6-nitro-2-quinolinecarboxylate), crude brown crystals. RXN SMILES: [N+:1]([C:4]1[CH:5]=[C:6]2[C:11](=[CH:12][CH:13]=1)[NH:10][C:9]([C:14]([O:16][CH3:17])=[O:15])=[CH:8][C:7]2=O)([O-:3])=[O:2].ClS([N:23]=C=O)(=O)=O.CO>C(#N)C>[NH2:23][C:7]1[C:6]2[C:11](=[CH:12][CH:13]=[C:4]([N+:1]([O-:3])=[O:2])[CH:5]=2)[N:10]=[C:9]([C:14]([O:16][CH3:17])=[O:15])[CH:8]=1. Reported procedure: To a suspension of methyl 1,4-dihydro-6-nitro-4-oxo-2-quinolinecarboxylate (3.72 g, 15 mmol) obtained in Example 131, Step 2 in acetonitrile (50 ml) was added chlorosulfonyl isocyanate (1.30 ml, 15 mol) and the mixture was refluxed under heating for 1 hr. The reaction mixture was cooled to room temperature and methanol was added, which was followed by concentration under reduced pressure. To the residue was added 2 mol/l aqueous sodium carbonate solution to allow suspending and the insoluble mat... Reactants: C(C)N(C(C)C)C(C)C (N-ethyldiisopropylamine), CC=1C(=C(C2=CC=C(C=C2C1)OC)OC1=CC=C(N)C=C1)C1=CC=CC=C1 (4-{[3-methyl-6-(methyloxy)-2-phenyl-1-naphthalenyl]oxy}aniline), ClC(CC(=O)OC)=O (methyl 3-chloro-3-oxopropionate). The solvent is C(Cl)Cl (CH2Cl2), C(Cl)Cl (CH2Cl2). Run at temperature 0 celsius, time 10 minute. Product: CC=1C(=C(C2=CC=C(C=C2C1)OC)OC1=CC=C(C=C1)NC(CC(=O)OC)=O)C1=CC=CC=C1 (methyl 3-[(4-{[3-methyl-6-(methyloxy)-2-phenyl-1-naphthalenyl]oxy}phenyl)amino]-3-oxopropanoate). Isolated yield 68.2%. Reaction SMILES: C(N(C(C)C)C(C)C)C.[CH3:10][C:11]1[C:12]([C:31]2[CH:36]=[CH:35][CH:34]=[CH:33][CH:32]=2)=[C:13]([O:23][C:24]2[CH:30]=[CH:29][C:27]([NH2:28])=[CH:26][CH:25]=2)[C:14]2[C:19]([CH:20]=1)=[CH:18][C:17]([O:21][CH3:22])=[CH:16][CH:15]=2.Cl[C:38](=[O:44])[CH2:39][C:40]([O:42][CH3:43])=[O:41]>C(Cl)Cl>[CH3:10][C:11]1[C:12]([C:31]2[CH:36]=[CH:35][CH:34]=[CH:33][CH:32]=2)=[C:13]([O:23][C:24]2[CH:30]=[CH:29][C:27]([NH:28][C:38](=[O:44])[CH2:39][C:40]([O:42][CH3:43])=[O:41])=[CH:26][CH:25]=2)[C:14]2[C:19]([CH:20]=1)=[CH:18][C:17]([O:21][CH3:22])=[CH:16][CH:15]=2. Reported procedure: N-ethyldiisopropylamine (147 μL, 0.84 mmol, 3 equiv) was added to a solution of 38 (100 mg, 0.28 mmol, 1 equiv) in CH2Cl2 (5 mL) at 0° C. After 10 min, methyl 3-chloro-3-oxopropionate (60 μL, 0.56 mmol, 2 equiv) was added and the reaction was stirred at 0° C. for 3 h. The reaction mixture was diluted with CH2Cl2 (50 mL) and washed with saturated aqueous NaHCO3 (100 mL). The organic layer was dried over MgSO4, filtered, concentrated and the residue purified by silica gel flash column chromatograp... Reactants: O=S1(N=C(NC2=C1C=CC=C2)C2=C(C1=C(N(C2=O)N=CC(C)C)C=CS1)O)=O (6-(1,1-dioxido-4H-1,2,4-benzothiadiazin-3-yl)-7-hydroxy-4-{[2-methylpropylidene]amino}thieno[3,2-b]pyridin-5(4H)-one), CO (methanol), solution, [BH4-].[Li+] (lithium borohydride), Cl (hydrochloric acid). Solvent: O1CCCC1 (tetrahydrofuran), O1CCCC1 (tetrahydrofuran), O (water). Reaction conditions: temperature 25 celsius, time 1 hour. The product is O=S1(N=C(NC2=C1C=CC=C2)C2=C(C1=C(N(C2=O)NCC2=CC=C(C=C2)C)C=CS1)O)=O (6-(1,1-dioxido-4H-1,2,4-benzothiadiazin-3-yl)-7-hydroxy-4-[(4-methylbenzyl)amino]thieno[3,2-b]pyridin-5(4H)-one). RXN SMILES: [O:1]=[S:2]1(=[O:28])[C:7]2[CH:8]=[CH:9][CH:10]=[CH:11][C:6]=2[NH:5][C:4]([C:12]2[C:17](=[O:18])[N:16]([N:19]=[CH:20][CH:21]([CH3:23])[CH3:22])[C:15]3[CH:24]=[CH:25][S:26][C:14]=3[C:13]=2[OH:27])=[N:3]1.CO.[BH4-].[Li+].Cl>O1CCCC1.O>[O:28]=[S:2]1(=[O:1])[C:7]2[CH:8]=[CH:9][CH:10]=[CH:11][C:6]=2[NH:5][C:4]([C:12]2[C:17](=[O:18])[N:16]([NH:19][CH2:20][C:21]3[CH:22]=[CH:13][C:12]([CH3:17])=[CH:4][CH:23]=3)[C:15]3[CH:24]=[CH:25][S:26][C:14]=3[C:13]=2[OH:27])=[N:3]1 |f:2.3|. Procedure: The product of Example 269A (0.10 g, 0.22 mmol) in tetrahydrofuran (4 mL) and methanol (0.020 mL, 0.5 mmol) at 0° C. was treated dropwise with a 2.0M solution of lithium borohydride in tetrahydrofuran (0.150 mL, 0.3 mmol). The reaction was stirred at 25° C. for 1 hour, acidified with 1 M hydrochloric acid to a pH of approximately 2-4, diluted with water (15 mL), and the resulting precipitate was collected by filtration and dried. The crude product was chromatographed on silica gel with 2% methan... Starting materials: CCO, O=C1c2ccccc2C(=O)N1CCCOc1ccc(F)cc1[N+](=O)[O-], NN, O. Yields the product NCCCOc1ccc(F)cc1[N+](=O)[O-]. Reaction SMILES: [CH3:29][CH2:30][OH:31].[F:1][c:2]1[cH:3][c:4]([N+:23](=[O:24])[O-:25])[c:5]([O:6][CH2:7][CH2:8][CH2:9][N:10]2[C:11](=[O:12])[c:13]3[c:14]([cH:15][cH:16][cH:17][cH:18]3)[C:19]2=[O:20])[cH:21][cH:22]1.[NH2:27][NH2:28].[OH2:26]>>[F:1][c:2]1[cH:3][c:4]([N+:23](=[O:24])[O-:25])[c:5]([O:6][CH2:7][CH2:8][CH2:9][NH2:10])[cH:21][cH:22]1. The reagents and catalysts are CN(C=O)C (dimethylformamide). Procedure: While stirring at room temperature, 3 ml of thionyl chloride are added to a solution of 1 g of 1-[2-chloro-4-fluoro-5-(1,2,3,4,5,6-hexahydro-1,3-dioxo-isoindolyl)-phenylthio]-cyclopropanecarboxylic acid and one drop of dimethylformamide in 40 ml of ethylene chloride and the reaction mixture is then heated under reflux for 3 hours. Concentration of the reaction mixture by evaporation yields 1 g of 1-[2-chloro-4-fluoro-5-(1,2,3,4,5,6-hexahydro-1,3-dioxo-isoindolyl)-phenylthio]-cyclopropanecarboxyl... Starting materials: S(=O)(Cl)Cl (thionyl chloride), ClC1=C(C=C(C(=C1)F)N1C(C2=CCCCC2C1=O)=O)SC1(CC1)C(=O)O (1-[2-chloro-4-fluoro-5-(1,2,3,4,5,6-hexahydro-1,3-dioxo-isoindolyl)-phenylthio]-cyclopropanecarboxylic acid). Yields the product ClC1=C(C=C(C(=C1)F)N1C(C2=CCCCC2C1=O)=O)SC1(CC1)C(=O)Cl (1-[2-chloro-4-fluoro-5-(1,2,3,4,5,6-hexahydro-1,3-dioxo-isoindolyl)-phenylthio]-cyclopropanecarboxylic acid chloride). Reaction SMILES: S(Cl)([Cl:3])=O.[Cl:5][C:6]1[CH:11]=[C:10]([F:12])[C:9]([N:13]2[C:21](=[O:22])[CH:20]3[C:15](=[CH:16][CH2:17][CH2:18][CH2:19]3)[C:14]2=[O:23])=[CH:8][C:7]=1[S:24][C:25]1([C:28](O)=[O:29])[CH2:27][CH2:26]1>CN(C)C=O.C(Cl)CCl>[Cl:5][C:6]1[CH:11]=[C:10]([F:12])[C:9]([N:13]2[C:21](=[O:22])[CH:20]3[C:15](=[CH:16][CH2:17][CH2:18][CH2:19]3)[C:14]2=[O:23])=[CH:8][C:7]=1[S:24][C:25]1([C:28]([Cl:3])=[O:29])[CH2:27][CH2:26]1. Solvent: C(CCl)Cl (ethylene chloride). Reported procedure: By the same method, 7-methoxy-4-chromanone was converted to 7-hydroxy-4-chromanone. Product: OC=1C=C2C(CCOC2=CC1)=O (6-Hydroxy-4-chromanone). Reaction SMILES: CO[C:3]1[CH:12]=[C:11]2[C:6]([C:7](=[O:13])[CH2:8][CH2:9][O:10]2)=[CH:5][CH:4]=1.[OH:14]C1C=C2C(C(=O)CCO2)=CC=1>>[OH:14][C:4]1[CH:5]=[C:6]2[C:11](=[CH:12][CH:3]=1)[O:10][CH2:9][CH2:8][C:7]2=[O:13]. The reactants are COC1=CC=C2C(CCOC2=C1)=O (7-methoxy-4-chromanone), OC1=CC=C2C(CCOC2=C1)=O (7-hydroxy-4-chromanone).